Dataset: the Open Reaction Database (ORD), a public repository of structured organic reaction records. Task: describe an organic reaction: reactants, conditions, products, and yield The reactants are C(C)(C)(C)OC(NC1=C(C=C(C=C1)C1=COC=C1)[N+](=O)[O-])=O ((4-Furan-3-yl-2-nitro-phenyl)-carbamic acid tert.-butyl ester). Reagents/catalysts: [Ni] (Ni). The product is C(C)(C)(C)OC(NC1=C(C=C(C=C1)C1=COC=C1)N)=O ((2-Amino-4-furan-3-yl-phenyl)-carbamic acid tert.-butyl ester). Reaction SMILES: [C:1]([O:5][C:6](=[O:22])[NH:7][C:8]1[CH:13]=[CH:12][C:11]([C:14]2[CH:18]=[CH:17][O:16][CH:15]=2)=[CH:10][C:9]=1[N+:19]([O-])=O)([CH3:4])([CH3:3])[CH3:2]>[Ni]>[C:1]([O:5][C:6](=[O:22])[NH:7][C:8]1[CH:13]=[CH:12][C:11]([C:14]2[CH:18]=[CH:17][O:16][CH:15]=2)=[CH:10][C:9]=1[NH2:19])([CH3:4])([CH3:2])[CH3:3]. Reported procedure: Prepared from (4-furan-3-yl-2-nitrophenyl)-carbamic acid tert.-butyl ester (Example B6) by catalytic hydrogenation with Raney-Ni according to the general procedure G (method a). Obtained as a light brown solid. (744 mg).